Dataset: the Open Reaction Database (ORD), a public repository of structured organic reaction records. Task: describe an organic reaction: reactants, conditions, products, and yield Starting materials: [O-2].[La+3].[O-2].[O-2].[La+3] (lanthanum oxide), [N+](=O)(O)[O-] (nitric acid), P(=O)([O-])(O)O.[Na+] (monosodium phosphate). The reagents and catalysts are O(Cl)Cl.[Zr] (Zirconium oxychloride). Solvent: O (water), O (water), Cl (hydrochloric acid), O (water). Conditions: temperature 80 celsius. Product: [N+](=O)([O-])[O-].[La+3].[N+](=O)([O-])[O-].[N+](=O)([O-])[O-] (lanthanum nitrate). Reaction SMILES: P(O)(O)([O-])=O.[Na+].[O-2].[La+3:8].[O-2].[O-2].[La+3].[N+:12]([O-:15])([OH:14])=[O:13]>O.Cl.O(Cl)Cl.[Zr]>[N+:12]([O-:15])([O-:14])=[O:13].[La+3:8].[N+:12]([O-:15])([O-:14])=[O:13].[N+:12]([O-:15])([O-:14])=[O:13] |f:0.1,2.3.4.5.6,10.11,12.13.14.15|. Procedure details: Zirconium oxychloride (ZrOCl2.8H2O) (36.1 g, 0.112 mole) was dissolved in 50 ml of water. Separately, monosodium phosphate (NaH2PO4.2H2O) (156 g, 1 mole) was dissolved in 200 ml of 3 N hydrochloric acid followed by heating the resulting solution to 80° C. The former solution was then added to the latter solution with stirring to form a white precipitate. After continuing the stirring for a further one hour, the white precipitate was thoroughly water-washed by the decantation method, after which ... The reactants are CN(C)C=O, Clc1ccc2onc(Cl)c2c1, [H-], [Na+], CN1CCC(O)CC1. Yields the product CN1CCC(Oc2noc3ccc(Cl)cc23)CC1. As a reaction SMILES: [CH3:22][N:23]([CH3:24])[CH:25]=[O:26].[Cl:11][c:12]1[n:13][o:14][c:15]2[c:16]1[cH:17][c:18]([Cl:21])[cH:19][cH:20]2.[H-:9].[Na+:10].[OH:1][CH:2]1[CH2:3][CH2:4][N:5]([CH3:8])[CH2:6][CH2:7]1>>[O:1]([CH:2]1[CH2:3][CH2:4][N:5]([CH3:8])[CH2:6][CH2:7]1)[c:12]1[n:13][o:14][c:15]2[c:16]1[cH:17][c:18]([Cl:21])[cH:19][cH:20]2. Starting materials: CC(=O)Cl, FB(F)F, FC(F)(F)Oc1ccccc1, F. Product: CC(=O)c1ccc(OC(F)(F)F)cc1. As a reaction SMILES: [CH3:1][C:2]([Cl:3])=[O:4].[F:16][B:17]([F:18])[F:19].[F:5][C:6]([O:7][c:8]1[cH:9][cH:10][cH:11][cH:12][cH:13]1)([F:14])[F:15].[FH:20]>>[CH3:1][C:2](=[O:4])[c:11]1[cH:10][cH:9][c:8]([O:7][C:6]([F:5])([F:14])[F:15])[cH:13][cH:12]1. Reactants: C1CCOC1, O=C1NC2CCC1CC2, COc1cc2ncc(Cl)nc2cc1OC, [H-], [Na+], CN(C)C=O. Product: COc1cc2ncc(N3C(=O)C4CCC3CC4)nc2cc1OC. As a reaction SMILES: [CH2:27]1[O:28][CH2:29][CH2:30][CH2:31]1.[CH:1]12[NH:2][C:3](=[O:9])[CH:4]([CH2:5][CH2:6]1)[CH2:7][CH2:8]2.[Cl:12][c:13]1[n:14][c:15]2[cH:16][c:17]([O:25][CH3:26])[c:18]([O:23][CH3:24])[cH:19][c:20]2[n:21][cH:22]1.[H-:11].[Na+:10].[O:32]=[CH:33][N:34]([CH3:35])[CH3:36]>>[CH:1]12[N:2]([c:13]3[n:14][c:15]4[cH:16][c:17]([O:25][CH3:26])[c:18]([O:23][CH3:24])[cH:19][c:20]4[n:21][cH:22]3)[C:3](=[O:9])[CH:4]([CH2:5][CH2:6]1)[CH2:7][CH2:8]2. Starting materials: C(CCC)N(CCCC)CCCC (tributylamine), ClC1=C(C(=C(C=C1OC)OC)Cl)C1=CC2=C(C=N1)C(=NN2C2OCCCC2)I (6-(2,6-dichloro-3,5-dimethoxyphenyl)-3-iodo-1-(tetrahydro-2H-pyran-2-yl)-1H-pyrazolo[4,3-c]pyridine), CC1(OB(OC1(C)C)C=C)C (4,4,5,5-tetramethyl-2-vinyl-1,3,2-dioxaborolane). The reagents and catalysts are Cl[Pd](P(C1=CC=CC=C1)(C1=CC=CC=C1)C1=CC=CC=C1)(P(C1=CC=CC=C1)(C1=CC=CC=C1)C1=CC=CC=C1)Cl (dichloro[bis(triphenylphosphoranyl)]palladium). Run in CN(C=O)C (N,N-dimethylformamide). Run at temperature 95 celsius, time 15 hour. Yields the product ClC1=C(C(=C(C=C1OC)OC)Cl)C1=CC2=C(C=N1)C(=NN2C2OCCCC2)C=C (6-(2,6-dichloro-3,5-dimethoxyphenyl)-1-(tetrahydro-2H-pyran-2-yl)-3-vinyl-1H-pyrazolo[4,3-c]pyridine). Reaction SMILES: [Cl:1][C:2]1[C:7]([O:8][CH3:9])=[CH:6][C:5]([O:10][CH3:11])=[C:4]([Cl:12])[C:3]=1[C:13]1[N:18]=[CH:17][C:16]2[C:19](I)=[N:20][N:21]([CH:22]3[CH2:27][CH2:26][CH2:25][CH2:24][O:23]3)[C:15]=2[CH:14]=1.[CH3:29][C:30]1(C)C(C)(C)OB(C=C)O1.C(N(CCCC)CCCC)CCC>CN(C)C=O.Cl[Pd](Cl)(P(C1C=CC=CC=1)(C1C=CC=CC=1)C1C=CC=CC=1)P(C1C=CC=CC=1)(C1C=CC=CC=1)C1C=CC=CC=1>[Cl:1][C:2]1[C:7]([O:8][CH3:9])=[CH:6][C:5]([O:10][CH3:11])=[C:4]([Cl:12])[C:3]=1[C:13]1[N:18]=[CH:17][C:16]2[C:19]([CH:29]=[CH2:30])=[N:20][N:21]([CH:22]3[CH2:27][CH2:26][CH2:25][CH2:24][O:23]3)[C:15]=2[CH:14]=1. Procedure details: A mixture of 6-(2,6-dichloro-3,5-dimethoxyphenyl)-3-iodo-1-(tetrahydro-2H-pyran-2-yl)-1H-pyrazolo[4,3-c]pyridine (100 mg, 0.2 mmol), 4,4,5,5-tetramethyl-2-vinyl-1,3,2-dioxaborolane (44 μL, 0.26 mmol) (Aldrich Cat. No. 633348), tributylamine (54 μL, 0.22 mmol) and dichloro[bis(triphenylphosphoranyl)]palladium (5 mg, 0.007 mmol) in N,N-dimethylformamide (1 mL) in a reaction vial was degassed and sealed. The mixture was stirred at 95° C. for 15 h. After cooling it was equally split into two parts. ... The reactants are C(C)(C)N1CCN(CC1)C1=CC=C(N=N1)C1=CC=C(C=C1)O (4-[6-(4-isopropyl-piperazin-1-yl)-pyridazin-3-yl]-phenol), [H-].[Na+] (sodium hydride), ClCC(=O)N(C)C (2-Chloro-N,N-dimethylacetamide). Solvent: CN(C)C=O (DMF). Reaction conditions: temperature 60 celsius, time 20 hour. Yields the product Cl.Cl.C(C)(C)N1CCN(CC1)C1=CC=C(N=N1)C1=CC=C(OCC(=O)N(C)C)C=C1 (2-{4-[6-(4-Isopropylpiperazin-1-yl)pyridazin-3-yl]phenoxy}-N,N-dimethylacetamide, dihydrochloride). As a reaction SMILES: [CH:1]([N:4]1[CH2:9][CH2:8][N:7]([C:10]2[N:15]=[N:14][C:13]([C:16]3[CH:21]=[CH:20][C:19]([OH:22])=[CH:18][CH:17]=3)=[CH:12][CH:11]=2)[CH2:6][CH2:5]1)([CH3:3])[CH3:2].[H-].[Na+].[Cl:25][CH2:26][C:27]([N:29]([CH3:31])[CH3:30])=[O:28]>CN(C=O)C>[ClH:25].[ClH:25].[CH:1]([N:4]1[CH2:5][CH2:6][N:7]([C:10]2[N:15]=[N:14][C:13]([C:16]3[CH:17]=[CH:18][C:19]([O:22][CH2:26][C:27]([N:29]([CH3:31])[CH3:30])=[O:28])=[CH:20][CH:21]=3)=[CH:12][CH:11]=2)[CH2:8][CH2:9]1)([CH3:3])[CH3:2] |f:1.2,5.6.7|. Procedure: A mixture of 4-[6-(4-isopropyl-piperazin-1-yl)-pyridazin-3-yl]-phenol (110 mg, 0.37 mmol) and 60% sodium hydride (58 mg, 1.45 mmol) in dry DMF (5 mL) was heated at 60° C. for 30 min. 2-Chloro-N,N-dimethylacetamide (54 mg, 0.44 mmol) was added and heating at 60° C. was continued for another 20 h. The reaction mixture was evaporated to dryness and partitioned between water (10 mL) and DCM (10 mL). The organic phase was isolated, washed with brine (5 mL), dried over anhydrous magnesium sulphate, an... Starting materials: CCCOC1CCNCC1, CC#N, CC(CI)CN1C(=O)CCc2ccccc21. RXN SMILES: [CH2:17]([CH2:18][CH3:19])[O:20][CH:21]1[CH2:22][CH2:23][NH:24][CH2:25][CH2:26]1.[CH3:27][C:28]#[N:29].[I:1][CH2:2][CH:3]([CH2:4][N:5]1[C:6](=[O:15])[CH2:7][CH2:8][c:9]2[cH:10][cH:11][cH:12][cH:13][c:14]21)[CH3:16]>>[CH2:2]([CH:3]([CH2:4][N:5]1[C:6](=[O:15])[CH2:7][CH2:8][c:9]2[cH:10][cH:11][cH:12][cH:13][c:14]21)[CH3:16])[N:24]1[CH2:23][CH2:22][CH:21]([O:20][CH2:17][CH2:18][CH3:19])[CH2:26][CH2:25]1. The product is CCCOC1CCN(CC(C)CN2C(=O)CCc3ccccc32)CC1.